This data is from the Open Reaction Database (ORD), a public repository of structured organic reaction records. The task is: describe an organic reaction: reactants, conditions, products, and yield The product is CCNC(=S)C(C#N)=C(NC1CC1CC)c1cccnc1Cl. As a reaction SMILES: [CH2:20]([CH3:21])[N:22]=[C:23]=[S:24].[Cl:1][c:2]1[n:3][cH:4][cH:5][cH:6][c:7]1[C:8](=[CH:9][C:10]#[N:11])[NH:12][CH:13]1[CH:14]([CH2:16][CH3:17])[CH2:15]1.[H-:19].[Na+:18].[O:25]=[CH:26][N:27]([CH3:28])[CH3:29]>>[Cl:1][c:2]1[n:3][cH:4][cH:5][cH:6][c:7]1[C:8](=[C:9]([C:10]#[N:11])[C:23]([NH:22][CH2:20][CH3:21])=[S:24])[NH:12][CH:13]1[CH:14]([CH2:16][CH3:17])[CH2:15]1. Starting materials: CCN=C=S, CCC1CC1NC(=CC#N)c1cccnc1Cl, [H-], [Na+], CN(C)C=O. RXN SMILES: C[O:2][C:3]1[C:4]([CH3:41])=[C:5]([C:32]([O:39]C)=[C:33]([O:37][CH3:38])[C:34]=1[O:35][CH3:36])[CH2:6][C:7]1[CH:8]=[CH:9][C:10]([C:26]2[CH:27]=[N:28][CH:29]=[CH:30][CH:31]=2)=[C:11]([CH:25]=1)[C:12]([NH:14][C:15]1[CH:20]=[CH:19][C:18]([C:21]([F:24])([F:23])[F:22])=[CH:17][CH:16]=1)=[O:13].O=[N+]([O-])[O-].[O-][N+](=O)[O-].[O-][N+](=O)[O-].[O-][N+](=O)[O-].[O-][N+](=O)[O-].[O-][N+](=O)[O-].[Ce+4].[NH4+].[NH4+]>C(#N)C.O>[CH3:36][O:35][C:34]1[C:3](=[O:2])[C:4]([CH3:41])=[C:5]([CH2:6][C:7]2[CH:8]=[CH:9][C:10]([C:26]3[CH:27]=[N:28][CH:29]=[CH:30][CH:31]=3)=[C:11]([CH:25]=2)[C:12]([NH:14][C:15]2[CH:16]=[CH:17][C:18]([C:21]([F:23])([F:24])[F:22])=[CH:19][CH:20]=2)=[O:13])[C:32](=[O:39])[C:33]=1[O:37][CH3:38] |f:1.2.3.4.5.6.7.8.9|. Conditions: time 3 hour. Isolated yield 31.6%. Run in O (water), C(C)#N (acetonitrile), O (water). Starting materials: COC=1C(=C(CC=2C=CC(=C(C(=O)NC3=CC=C(C=C3)C(F)(F)F)C2)C=2C=NC=CC2)C(=C(C1OC)OC)OC)C (N-[5-(3,4,5,6-Tetramethoxy-2-methylbenzyl)-2-(3-pyridyl)benzoyl]-4-trifluoromethylaniline), O=[N+]([O-])[O-].[O-][N+]([O-])=O.[O-][N+]([O-])=O.[O-][N+]([O-])=O.[O-][N+]([O-])=O.[O-][N+]([O-])=O.[Ce+4].[NH4+].[NH4+] (CAN). Procedure details: N-[5-(3,4,5,6-Tetramethoxy-2-methylbenzyl)-2-(3-pyridyl)benzoyl]-4-trifluoromethylaniline (60 mg, 0.1060 mmol) was dissolved in a mixed solvent of acetonitrile (9 ml) and water (3 ml), then CAN (228 mg, 0.4237 mmol) was added thereto at room temperature and the mixture was stirred for 3 hours. The reaction solution was poured into water and extracted with ethyl acetate. The extract was washed with water and dried and the solvent was evaporated therefrom. The residue was purified by preparative t... The product is COC=1C(C(=C(C(C1OC)=O)CC=1C=CC(=C(C(=O)NC2=CC=C(C=C2)C(F)(F)F)C1)C=1C=NC=CC1)C)=O (N-[5-(5,6-Dimethoxy-3-methyl-1,4-benzoquinon-2-yl)methyl-2-(3-pyridyl)benzoyl]-4-trifluoromethylaniline).